From a dataset of the Open Reaction Database (ORD), a public repository of structured organic reaction records. describe an organic reaction: reactants, conditions, products, and yield Starting materials: resultant mixture, CCCCC (n-pentane), FC1=C(C(=O)N)C(=CC=C1)F (2,6-difluorobenzamide), C(C(=O)Cl)(=O)Cl (oxalyl chloride), NC=1C=CC2=C(C(C(O2)(F)F)(F)F)C1 (5-amino-2,2,3,3-tetrafluoro-2,3-dihydrobenzofuran). The solvent is C1(=CC=CC=C1)C (toluene), C1(=CC=CC=C1)C (toluene), C1(=CC=CC=C1)C (toluene). Conditions: time 18 hour. Product: FC1(OC2=C(C1(F)F)C=C(C=C2)NC(=O)NC(C2=C(C=CC=C2F)F)=O)F (N-[[(2,2,3,3-tetrafluoro-2,3-dihydrobenzofuran-5-yl)amino]carbonyl]-2,6-difluorobenzamide). Yield: 54.2%. Reaction SMILES: [F:1][C:2]1[CH:10]=[CH:9][CH:8]=[C:7]([F:11])[C:3]=1[C:4]([NH2:6])=[O:5].C(Cl)(=O)[C:13](Cl)=[O:14].[NH2:18][C:19]1[CH:20]=[CH:21][C:22]2[O:26][C:25]([F:28])([F:27])[C:24]([F:30])([F:29])[C:23]=2[CH:31]=1.CCCCC>C1(C)C=CC=CC=1>[F:28][C:25]1([F:27])[C:24]([F:30])([F:29])[C:23]2[CH:31]=[C:19]([NH:18][C:13]([NH:6][C:4](=[O:5])[C:3]3[C:2]([F:1])=[CH:10][CH:9]=[CH:8][C:7]=3[F:11])=[O:14])[CH:20]=[CH:21][C:22]=2[O:26]1. Procedure details: Under a dry nitrogen atmosphere a mixture of 0.55 g (0.0035 mole) 2,6-difluorobenzamide, 0.48 g (0.0038 mole) oxalyl chloride, and 70 ml of toluene was heated at reflux for two hours. The mixture was cooled and distilled under reduced pressure to remove excess oxalyl chloride and approximately 60 ml of toluene. To the pot residue were added 30 ml of fresh toluene and 0.72 g (0.0035 mole) 5-amino-2,2,3,3-tetrafluoro-2,3-dihydrobenzofuran dissolved in 30 ml of toluene. The resultant mixture was al... Starting materials: C[Sn](C)(C)Cl (trimethyltin chloride), O (water), CC(C=CI)(C)C1=CC=C(C=C1)Cl (3-methyl-3-(4-chlorophenyl)-1-iodo-1-butene), C(CCC)[Li] (n-butyllithium). The solvent is O1CCCC1 (tetrahydrofuran), O1CCCC1 (tetrahydrofuran). Reaction conditions: temperature -90 celsius, time 30 minute. Yields the product CC(C=C[Sn](C)(C)C)(C)C1=CC=C(C=C1)Cl (3-methyl-3-(4-chlorophenyl)-1-trimethylstannyl-1-butene). Yield: 87.3%. RXN SMILES: [CH3:1][C:2]([C:7]1[CH:12]=[CH:11][C:10]([Cl:13])=[CH:9][CH:8]=1)([CH3:6])[CH:3]=[CH:4]I.C([Li])CCC.[CH3:19][Sn:20](Cl)([CH3:22])[CH3:21].O>O1CCCC1>[CH3:1][C:2]([C:7]1[CH:12]=[CH:11][C:10]([Cl:13])=[CH:9][CH:8]=1)([CH3:6])[CH:3]=[CH:4][Sn:20]([CH3:22])([CH3:21])[CH3:19]. Reported procedure: A stirring solution of 4.8 grams (0.016 mole) of 3-methyl-3-(4-chlorophenyl)-1-iodo-1-butene in 50 mL of tetrahydrofuran is cooled to about -90° C., and 6.9 mL (0.01 8 mole) of n-butyllithium (2.5M in hexane) is added dropwise at a rate to maintain the reaction mixture temperature at about -85° to -90° C. Upon completion of the addition, the reaction mixture is stirred at -90° C. for 30 minutes. After this time, a solution of 3.7 grams (0.019 mole) of trimethyltin chloride in 10 mL of tetrahydro... Solvent: C(C)O (ethanol). Procedure details: 2,3-Dichloro-6-methoxyquinoxaline (4.2 g., 0.018 mole), the product of Preparation E(b), and 2.7 ml. of hydrazine hydrate in 100 ml. of ethanol were heated under reflux for 4 hours and stirred at room temperature overnight. The precipitate was removed by filtration and washed with ethanol to afford 3.9 g. (97% yield) of 2-chloro-3-hydrazino-6-methoxyquinoxaline, m.p. <250° C. The reactants are ClC1=NC2=CC=C(C=C2N=C1Cl)OC (2,3-Dichloro-6-methoxyquinoxaline), O.NN (hydrazine hydrate). Yield: 97.0%. Reaction SMILES: [Cl:1][C:2]1[C:11](Cl)=[N:10][C:9]2[C:4](=[CH:5][CH:6]=[C:7]([O:13][CH3:14])[CH:8]=2)[N:3]=1.O.[NH2:16][NH2:17]>C(O)C>[Cl:1][C:2]1[C:11]([NH:16][NH2:17])=[N:10][C:9]2[C:4](=[CH:5][CH:6]=[C:7]([O:13][CH3:14])[CH:8]=2)[N:3]=1 |f:1.2|. The product is ClC1=NC2=CC=C(C=C2N=C1NN)OC (2-chloro-3-hydrazino-6-methoxyquinoxaline). Reaction conditions: time 8 hour. The reactants are CCO, CCN(C(C)C)C(C)C, [Cl-], O=C1CCNCC1, Cc1nc2cc(OCC3CO3)ccc2s1. The product is Cc1nc2cc(OCC(O)CN3CCC(=O)CC3)ccc2s1. As a reaction SMILES: [CH3:33][CH2:34][OH:35].[CH:24]([N:25]([CH:26]([CH3:27])[CH3:28])[CH2:29][CH3:30])([CH3:31])[CH3:32].[Cl-:23].[NH:16]1[CH2:17][CH2:18][C:19](=[O:22])[CH2:20][CH2:21]1.[O:1]1[CH:2]([CH2:4][O:5][c:6]2[cH:7][cH:8][c:9]3[c:10]([n:11][c:12]([CH3:14])[s:13]3)[cH:15]2)[CH2:3]1>>[OH:1][CH:2]([CH2:3][N:16]1[CH2:17][CH2:18][C:19](=[O:22])[CH2:20][CH2:21]1)[CH2:4][O:5][c:6]1[cH:7][cH:8][c:9]2[c:10]([n:11][c:12]([CH3:14])[s:13]2)[cH:15]1. Starting materials: C=1C=CC2=C(C1)C(=O)C=CC2=O (naphthoquinone), C1(C=2C(C(=O)O1)=CC=CC2)=O (phthalic anhydride). Product: C1=CC=CC2=CC=CC=C12 (naphthalene). As a reaction SMILES: [CH:1]1[CH:2]=[CH:3][C:4]2[C:11](=O)[CH:10]=[CH:9][C:7](=O)[C:5]=2[CH:6]=1.C1(=O)OC(=O)C2=CC=CC=C12>>[CH:6]1[C:5]2[C:4](=[CH:11][CH:10]=[CH:9][CH:7]=2)[CH:3]=[CH:2][CH:1]=1. Procedure: Naphthoquinone having a purity of higher than 95% is separated from an aqueous slurry of naphthoquinone and phthalic acid prepared by contacting, with an aqueous medium, a reaction mixture gas containing naphthoquinone and phthalic anhydride formed by a catalytic vapor phase oxidation of naphthalene. An extraction of naphthoquinone is carried out with a chain or cyclic saturated hydrocarbon at 60° to 110° C. under the condition adjusting pH to 1.2 to 5 and substantially dissolving phthalic acid ... The reactants are CCOC(CC(C)P(=O)(OCC)OCC)OCC, CC(C)=O, Cl, O. The product is CCOP(=O)(OCC)C(C)CC=O. Reaction SMILES: [CH3:1][CH:2]([CH2:3][CH:4]([O:5][CH2:9][CH3:10])[O:6][CH2:7][CH3:8])[P:11]([O:12][CH2:13][CH3:14])([O:15][CH2:16][CH3:17])=[O:18].[CH3:21][C:22](=[O:23])[CH3:24].[ClH:19].[OH2:20]>>[CH3:1][CH:2]([CH2:3][CH:4]=[O:5])[P:11]([O:12][CH2:13][CH3:14])([O:15][CH2:16][CH3:17])=[O:18]. Reactants: C(C)(C)N(CC)C(C)C (diisopropylethylamine), ClC(C(=O)CC(=O)OCC)C (ethyl a-chloropropionylacetate), NC=1N=NC(=CC1C)C (3-amino-4,6-dimethylpyridazine). The solvent is C(Cl)Cl (CH2Cl2). Run at temperature 75 celsius, time 16 hour. The product is C(C)C=1N=C2N(N=C(C=C2C)C)C1C(=O)OCC (ethyl (2-ethyl-6,8-dimethylimidazo[1,2-b]pyridazin-3-yl)carboxylate). The yield is 72.7%. Reaction SMILES: [NH2:1][C:2]1[N:3]=[N:4][C:5]([CH3:9])=[CH:6][C:7]=1[CH3:8].C(N(C(C)C)CC)(C)C.Cl[CH:20]([CH3:29])[C:21]([CH2:23][C:24]([O:26][CH2:27][CH3:28])=[O:25])=O>C(Cl)Cl>[CH2:20]([C:21]1[N:1]=[C:2]2[C:7]([CH3:8])=[CH:6][C:5]([CH3:9])=[N:4][N:3]2[C:23]=1[C:24]([O:26][CH2:27][CH3:28])=[O:25])[CH3:29]. Reported procedure: To a suspension of 0.598 g (4.86 mmol) of 3-amino-4,6-dimethylpyridazine in 10 mL of CH2Cl2 in a high pressure vessel was added 0.941 g (1.27 mL; 7.28 mmol) of diisopropylethylamine and 1.301 g (7.28 mmol) of ethyl a-chloropropionylacetate. The reaction mixture was equipped with a magnetic stir bar, tightly sealed, then heated and stirred in an oil bath at 75° C. for 16 hours. The flask was then cooled to room temperature, opened and the reaction mixture was evaporated in vacuo. The residue was ... Run in [OH-].[Na+] (sodium hydroxide), CO (methanol). Yield: 65.9%. Product: COC=1C=CC=2N=C3C=C4C(=CC3=C(C2C1)C(=O)O)C=CC=C4 (2-methoxybenz[b]acridine-12-carboxylic acid). Reactants: COC=1C=CC=2N=C3C=C4C(=CC3=C(C2C1)C(=O)OC)C=CC=C4 (methyl 2-methoxy-benz[b]acridine-12-carboxylate). Reported procedure: A solution of methyl 2-methoxy-benz[b]acridine-12-carboxylate (35 mg, 0.10 mmol) in 4N sodium hydroxide (3 ml) and methanol (9 ml) was stirred at 65° C. for 15 hours. The resulting mixture was evaporated under reduced pressure to dryness. The residue was dissolved in water (40 ml); the aqueous solution was acidified to pH 5 with concentrated HCl in an ice-water bath. The precipitate was collected and washed with water (5 ml), yielding 2-methoxybenz[b]acridine-12-carboxylic acid (20 mg, 59%). Rf ... As a reaction SMILES: [CH3:1][O:2][C:3]1[CH:4]=[CH:5][C:6]2[N:7]=[C:8]3[C:13](=[C:14]([C:17]([O:19]C)=[O:18])[C:15]=2[CH:16]=1)[CH:12]=[C:11]1[CH:21]=[CH:22][CH:23]=[CH:24][C:10]1=[CH:9]3>[OH-].[Na+].CO>[CH3:1][O:2][C:3]1[CH:4]=[CH:5][C:6]2[N:7]=[C:8]3[C:13](=[C:14]([C:17]([OH:19])=[O:18])[C:15]=2[CH:16]=1)[CH:12]=[C:11]1[CH:21]=[CH:22][CH:23]=[CH:24][C:10]1=[CH:9]3 |f:1.2|. Reactants: O=C([O-])[O-], N#CCCl, [I-], [K+], [K+], [K+], CN(C)C=O, Oc1cccc2c1SCCC2. Product: N#CCOc1cccc2c1SCCC2. As a reaction SMILES: [C:12](=[O:13])([O-:14])[O-:15].[Cl:20][CH2:21][C:22]#[N:23].[I-:19].[K+:16].[K+:17].[K+:18].[O:24]=[CH:25][N:26]([CH3:27])[CH3:28].[S:1]1[CH2:2][CH2:3][CH2:4][c:5]2[cH:6][cH:7][cH:8][c:9]([OH:11])[c:10]21>>[S:1]1[CH2:2][CH2:3][CH2:4][c:5]2[cH:6][cH:7][cH:8][c:9]([O:11][CH2:21][C:22]#[N:23])[c:10]21.